Dataset: the Open Reaction Database (ORD), a public repository of structured organic reaction records. Task: describe an organic reaction: reactants, conditions, products, and yield The reactants are CS(=O)c1nc(N)nc(-c2ccco2)c1Br, COCCN, C1COCCO1. The product is COCCNc1nc(N)nc(-c2ccco2)c1Br. RXN SMILES: [Br:1][c:2]1[c:3](-[c:12]2[o:13][cH:14][cH:15][cH:16]2)[n:4][c:5]([NH2:11])[n:6][c:7]1[S:8]([CH3:9])=[O:10].[CH3:17][O:18][CH2:19][CH2:20][NH2:21].[O:22]1[CH2:23][CH2:24][O:25][CH2:26][CH2:27]1>>[Br:1][c:2]1[c:3](-[c:12]2[o:13][cH:14][cH:15][cH:16]2)[n:4][c:5]([NH2:11])[n:6][c:7]1[NH:21][CH2:20][CH2:19][O:18][CH3:17]. The reactants are [H-].[Na+] (sodium hydride), C(C)OC(C(N(C)C(CC1=C(C=C(C=C1C)C)C)=O)CC1=CC=C(C=C1)Cl)=O (2-(4-chlorobenzyl)-N-(2,4,6-trimethylphenylacetyl)-sarcosine ethyl ester), [H][H] (hydrogen), C(C)O (ethanol). Run in C1(=CC=CC=C1)C (toluene), C1(=CC=CC=C1)C (toluene). As a reaction SMILES: [H-].[Na+].C(O[C:6](=[O:30])[CH:7]([CH2:22][C:23]1[CH:28]=[CH:27][C:26]([Cl:29])=[CH:25][CH:24]=1)[N:8]([C:10](=[O:21])[CH2:11][C:12]1[C:17]([CH3:18])=[CH:16][C:15]([CH3:19])=[CH:14][C:13]=1[CH3:20])[CH3:9])C.C(O)C.[H][H]>C1(C)C=CC=CC=1>[Cl:29][C:26]1[CH:27]=[CH:28][C:23]([CH2:22][CH:7]2[N:8]([CH3:9])[C:10](=[O:21])[CH:11]([C:12]3[C:17]([CH3:18])=[CH:16][C:15]([CH3:19])=[CH:14][C:13]=3[CH3:20])[C:6]2=[O:30])=[CH:24][CH:25]=1 |f:0.1|. Procedure: To a boiling solution of 120 ml of absolute toluene and 7.5 g (0.25 mol) of sodium hydride there are added dropwise 79.9 g (0.199 mol) of 2-(4-chlorobenzyl)-N-(2,4,6-trimethylphenylacetyl)-sarcosine ethyl ester in 200 ml of absolute toluene, and the batch is refluxed while being monitored by thin-layer chromatography. When the reaction is complete, ethanol is added dropwise, while cooling in an ice-bath, until no more hydrogen escapes. After the mixture has been evaporated under reduced pressure... Product: ClC1=CC=C(CC2C(C(C(N2C)=O)C2=C(C=C(C=C2C)C)C)=O)C=C1 (5-(4-chlorobenzyl)-1-methyl-3-(2,4,6-trimethylphenyl)-pyrrolidine-2,4-dione). Yield: 68.3%.